The task is: describe an organic reaction: reactants, conditions, products, and yield. This data is from the Open Reaction Database (ORD), a public repository of structured organic reaction records. The product is CC1=CC=CC=2N=C(NC21)NC(C2=CC=CC=C2)=O (4-Methyl-2-benzoylaminobenzimidazole). Procedure: Cyanamide (3.44 g.) is dissolved in 69 ml. of pyridine and the mixture is held at 0°-4° C. While stirring, benzoyl chloride (11.5 g.) is added in portions. The reaction mixture is maintained at 0°-4° C. for 15 minutes. 3-Methyl-o-phenylenediamine (10 g.) is then added to the reaction mixture, and the resulting product is kept at room temperature for a few hours and then heated on a steam-bath for about 2.5 hours. After cooling to room temperature, the mixture is evaporated under reduced pressure... Solvent: N1=CC=CC=C1 (pyridine). RXN SMILES: [N:1]#[C:2]N.[C:4](Cl)(=[O:11])[C:5]1[CH:10]=[CH:9][CH:8]=[CH:7][CH:6]=1.[CH3:13][C:14]1[C:15]([NH2:21])=[C:16]([NH2:20])[CH:17]=[CH:18][CH:19]=1>N1C=CC=CC=1>[CH3:13][C:14]1[C:15]2[NH:21][C:2]([NH:1][C:4](=[O:11])[C:5]3[CH:10]=[CH:9][CH:8]=[CH:7][CH:6]=3)=[N:20][C:16]=2[CH:17]=[CH:18][CH:19]=1. Starting materials: N#CN (Cyanamide), C(C1=CC=CC=C1)(=O)Cl (benzoyl chloride), CC=1C(=C(C=CC1)N)N (3-Methyl-o-phenylenediamine). Starting materials: [OH-].[Na+] (sodium hydroxide), C(C)(C)(C)C1=CN=CO1 (5-tert-butyl-oxazole), 2-carboxylic acid ethyl ester, C(C)O (ethanol). The solvent is O (water). Conditions: time 1 hour. Yields the product C(C)(C)(C)C1=CN=C(O1)C(=O)O (5-tert-butyl-oxazole-2-carboxylic acid). The yield is 68.0%. Reaction SMILES: [OH-:1].[Na+].[C:3]([C:7]1[O:11][CH:10]=[N:9][CH:8]=1)([CH3:6])([CH3:5])[CH3:4].[CH2:12]([OH:14])C>O>[C:3]([C:7]1[O:11][C:10]([C:12]([OH:14])=[O:1])=[N:9][CH:8]=1)([CH3:6])([CH3:5])[CH3:4] |f:0.1|. Procedure details: A solution of sodium hydroxide (0.96 g, 24 mmol) in water (25 ml) is added to a stirred solution of 5-tert-butyl-oxazole .2-carboxylic acid ethyl ester (3.94 g, 20 mmol) In ethanol (35 ml), and the mixture is warmed to 60° C. and stirred for 1 h. The ethanol is then removed by distillation and the aqueous residue is washed with diethyl ether and acidified with 5 N hydrochloric acid. The resulting precipitate is collected by filtration and dried to give 5-tert-butyl-oxazole-2-carboxylic acid (2.3... The reactants are Clc1cccc(Br)c1, CCNc1nc(C(OC)OC)ccc1C#N, [Cl-], [Mg], [NH4+], C1CCOC1. Product: CCNc1nc(C(OC)OC)ccc1C(=O)c1cccc(Cl)c1. As a reaction SMILES: [Br:2][c:3]1[cH:4][c:5]([Cl:9])[cH:6][cH:7][cH:8]1.[C:10](#[N:11])[c:12]1[c:13]([NH:23][CH2:24][CH3:25])[n:14][c:15]([CH:18]([O:19][CH3:20])[O:21][CH3:22])[cH:16][cH:17]1.[Cl-:26].[Mg:1].[NH4+:27].[O:28]1[CH2:29][CH2:30][CH2:31][CH2:32]1>>[c:3]1([C:10]([c:12]2[c:13]([NH:23][CH2:24][CH3:25])[n:14][c:15]([CH:18]([O:19][CH3:20])[O:21][CH3:22])[cH:16][cH:17]2)=[O:28])[cH:4][c:5]([Cl:9])[cH:6][cH:7][cH:8]1.